From a dataset of the Open Reaction Database (ORD), a public repository of structured organic reaction records. describe an organic reaction: reactants, conditions, products, and yield Starting materials: CC(C)(ON1C(C=2C(C1=O)=CC=CC2)=O)C(=O)OCC2=CC=C(C=C2)[N+](=O)[O-] (N-[1-methyl-1-(p-nitrobenzyloxycarbonyl)ethyloxy]phthalimide), O.NN (hydrazine hydrate), O.NN (hydrazine hydrate). Solvent: C(Cl)Cl (methylene chloride). Run at time 2 hour. Yields the product CC(C)(C(=O)OCC1=CC=C(C=C1)[N+](=O)[O-])ON (O-[1-methyl-1-(p-nitrobenzyloxycarbonyl)ethyl]hydroxylamine). Isolated yield 90.2%. RXN SMILES: [CH3:1][C:2]([C:16]([O:18][CH2:19][C:20]1[CH:25]=[CH:24][C:23]([N+:26]([O-:28])=[O:27])=[CH:22][CH:21]=1)=[O:17])([O:4][N:5]1C(=O)C2=CC=CC=C2C1=O)[CH3:3].O.NN>C(Cl)Cl>[CH3:3][C:2]([O:4][NH2:5])([C:16]([O:18][CH2:19][C:20]1[CH:25]=[CH:24][C:23]([N+:26]([O-:28])=[O:27])=[CH:22][CH:21]=1)=[O:17])[CH3:1] |f:1.2|. Procedure details: In 80 ml of methylene chloride is dissolved 7.68 g of N-[1-methyl-1-(p-nitrobenzyloxycarbonyl)ethyloxy]phthalimide and under ice-cooling and stirring 0.97 ml of hydrazine hydrate is added. The mixture is stirred at room temperature for 2 hours, after which 0.97 ml of hydrazine hydrate is further added. The mixture is stirred for 3 hours and the resultant crystalline precipitate is separated by filtration and washed with methylene chloride. The filtrate and washings are combined and further washe... The reactants are CC(=O)c1c(Br)[nH]c(-c2ccncc2)c1C, OB(O)c1ccc(F)cc1. Product: CC(=O)c1c(-c2ccc(F)cc2)[nH]c(-c2ccncc2)c1C. Reaction SMILES: [C:1]([CH3:2])(=[O:3])[c:4]1[c:5]([Br:16])[nH:6][c:7](-[c:10]2[cH:11][cH:12][n:13][cH:14][cH:15]2)[c:8]1[CH3:9].[OH:17][B:18]([OH:19])[c:20]1[cH:21][cH:22][c:23]([F:24])[cH:25][cH:26]1>>[C:1]([CH3:2])(=[O:3])[c:4]1[c:5](-[c:20]2[cH:21][cH:22][c:23]([F:24])[cH:25][cH:26]2)[nH:6][c:7](-[c:10]2[cH:11][cH:12][n:13][cH:14][cH:15]2)[c:8]1[CH3:9]. Reactants: CO (methanol), COC(C(C)NC1CC(NC(C1)(C)C)(C)C)=O (N-(2,2,6,6-tetramethyl-4-piperidinyl)aminopropionic acid methyl ester), CC1(NC(CC(C1)O)(C)C)C (2,2,6,6-tetramethyl-4-piperidinol), [NH2-].[Li+] (lithium amide). Run in CCCCCCC (heptane), CCCCCCC (heptane). The product is CC1(NC(CC(C1)OC(C(C)NC1CC(NC(C1)(C)C)(C)C)=O)(C)C)C (N-(2,2,6,6-tetramethyl-4-piperidinyl)aminopropionic acid (2,2,6,6-tetramethyl-4-piperidinyl)ester). Yield: 76.2%. RXN SMILES: [CH3:1][O:2][C:3](=[O:17])[CH:4]([NH:6][CH:7]1[CH2:12][C:11]([CH3:14])([CH3:13])[NH:10][C:9]([CH3:16])([CH3:15])[CH2:8]1)[CH3:5].[CH3:18][C:19]1([CH3:28])[CH2:24]C(O)[CH2:22][C:21]([CH3:27])([CH3:26])[NH:20]1.[NH2-].[Li+].CO>CCCCCCC>[CH3:18][C:19]1([CH3:28])[CH2:24][CH:1]([O:2][C:3](=[O:17])[CH:4]([NH:6][CH:7]2[CH2:8][C:9]([CH3:16])([CH3:15])[NH:10][C:11]([CH3:14])([CH3:13])[CH2:12]2)[CH3:5])[CH2:22][C:21]([CH3:27])([CH3:26])[NH:20]1 |f:2.3|. Reported procedure: To the same flask as used in Example 1 were added 24.4 g (0.1 mole) of N-(2,2,6,6-tetramethyl-4-piperidinyl)aminopropionic acid methyl ester, 17.3 g (0.11 mole) of 2,2,6,6-tetramethyl-4-piperidinol, 0.23 g of lithium amide and 100 g of heptane. The temperature was raised with stirring, and reaction was carried out at 98° to 105° C. for 6 hours, during which methanol was removed from the reaction system by means of the Deanstark trap. After completion of the reaction, water was added to the react...